From a dataset of the Open Reaction Database (ORD), a public repository of structured organic reaction records. describe an organic reaction: reactants, conditions, products, and yield The reactants are COC(C1=C(C=NC=C1NC1=C(C=CC=C1)F)Br)=O (3-Bromo-5-(2-fluoro-phenylamino)-isonicotinic acid methyl ester), ClC1=C(C=CC=C1)B(O)O (2-chlorophenylboronic acid), C(=O)([O-])[O-].[K+].[K+] (K2CO3). Reagents/catalysts: COC=1C=CC=C(C1C=2C=CC=CC2P(C3CCCCC3)C4CCCCC4)OC (S-Phos), CC(=O)[O-].CC(=O)[O-].[Pd+2] (Pd(OAc)2). Run in CCOC(=O)C (EtOAc), O1CCOCC1.O (dioxane H2O). Conditions: temperature 100 celsius, time 8 hour. Product: COC(C1=C(C=NC=C1NC1=C(C=CC=C1)F)C1=C(C=CC=C1)Cl)=O (3-(2-Chloro-phenyl)-5-(2-fluoro-phenylamino)-isonicotinic acid methyl ester). Isolated yield 80.1%. RXN SMILES: [CH3:1][O:2][C:3](=[O:19])[C:4]1[C:9]([NH:10][C:11]2[CH:16]=[CH:15][CH:14]=[CH:13][C:12]=2[F:17])=[CH:8][N:7]=[CH:6][C:5]=1Br.[Cl:20][C:21]1[CH:26]=[CH:25][CH:24]=[CH:23][C:22]=1B(O)O.C([O-])([O-])=O.[K+].[K+]>O1CCOCC1.O.CCOC(C)=O.CC([O-])=O.CC([O-])=O.[Pd+2].COC1C=CC=C(OC)C=1C1C=CC=CC=1P(C1CCCCC1)C1CCCCC1>[CH3:1][O:2][C:3](=[O:19])[C:4]1[C:9]([NH:10][C:11]2[CH:16]=[CH:15][CH:14]=[CH:13][C:12]=2[F:17])=[CH:8][N:7]=[CH:6][C:5]=1[C:22]1[CH:23]=[CH:24][CH:25]=[CH:26][C:21]=1[Cl:20] |f:2.3.4,5.6,8.9.10|. Procedure: 3-Bromo-5-(2-fluoro-phenylamino)-isonicotinic acid methyl ester (250 mg, 0.77 mmol), 2-chlorophenylboronic acid (0.18 g, 1.2 mmol), Pd(OAc)2 (10 mg, 0.025 mmol), S-Phos (20 mg, 0.05 mmol), and K2CO3 (0.32 g, 2.3 mmol) were suspended in dioxane/H2O (1.65 mL, 9/1, v/v) and stirred overnight at 100° C. The reaction solution was diluted with EtOAc, and filtered through an Extrelut column. The column was washed with EtOAc, and the filtrate was concentrated. The crude product was purified via Biotage ... The reactants are O=C([O-])[O-], Cc1ccccc1, OB(O)c1cc(C(F)(F)F)cc(C(F)(F)F)c1, [K+], [K+], Cc1nc(N)c(C#N)nc1Br, c1ccc(P(c2ccccc2)(c2ccccc2)[Pd](P(c2ccccc2)(c2ccccc2)c2ccccc2)(P(c2ccccc2)(c2ccccc2)c2ccccc2)P(c2ccccc2)(c2ccccc2)c2ccccc2)cc1. Product: Cc1nc(N)c(C#N)nc1-c1cc(C(F)(F)F)cc(C(F)(F)F)c1. Reaction SMILES: [C:29](=[O:30])([O-:31])[O-:32].[CH3:35][c:36]1[cH:37][cH:38][cH:39][cH:40][cH:41]1.[F:12][C:13]([c:14]1[cH:15][c:16]([B:24]([OH:25])[OH:26])[cH:17][c:18]([C:20]([F:21])([F:22])[F:23])[cH:19]1)([F:27])[F:28].[K+:33].[K+:34].[NH2:1][c:2]1[n:3][c:4]([CH3:11])[c:5]([Br:10])[n:6][c:7]1[C:8]#[N:9].[cH:42]1[cH:43][cH:44][c:45]([P:46]([Pd:47]([P:48]([c:49]2[cH:50][cH:51][cH:52][cH:53][cH:54]2)([c:55]2[cH:56][cH:57][cH:58][cH:59][cH:60]2)[c:61]2[cH:62][cH:63][cH:64][cH:65][cH:66]2)([P:67]([c:68]2[cH:69][cH:70][cH:71][cH:72][cH:73]2)([c:74]2[cH:75][cH:76][cH:77][cH:78][cH:79]2)[c:80]2[cH:81][cH:82][cH:83][cH:84][cH:85]2)[P:86]([c:87]2[cH:88][cH:89][cH:90][cH:91][cH:92]2)([c:93]2[cH:94][cH:95][cH:96][cH:97][cH:98]2)[c:99]2[cH:100][cH:101][cH:102][cH:103][cH:104]2)([c:105]2[cH:106][cH:107][cH:108][cH:109][cH:110]2)[c:111]2[cH:112][cH:113][cH:114][cH:115][cH:116]2)[cH:117][cH:118]1>>[NH2:1][c:2]1[n:3][c:4]([CH3:11])[c:5](-[c:16]2[cH:15][c:14]([C:13]([F:12])([F:27])[F:28])[cH:19][c:18]([C:20]([F:21])([F:22])[F:23])[cH:17]2)[n:6][c:7]1[C:8]#[N:9]. Reactants: C(C1=CC=CC=C1)OC1=C2CCCC(C2=CC=C1)C(=O)N(CC=1C=NNC1)C1=CC=C(C=C1)C(C)C (5-benzyloxy-N-(4-isopropylphenyl)-N-[(pyrazol-4-yl)methyl]-1,2,3,4-tetrahydronaphthalene-1-carboxamide), Cl.ClCCCN(C)C (3-chloro-N,N-dimethylpropylamine hydrochloride). Product: C(C1=CC=CC=C1)OC1=C2CCCC(C2=CC=C1)C(=O)N(CC=1C=NN(C1)CCCN(C)C)C1=CC=C(C=C1)C(C)C (5-benzyloxy-N-(4-isopropylphenyl)-N-({1-[3-(dimethylamino)propyl]pyrazol-4-yl}methyl)-1,2,3,4-tetrahydronaphthalene-1-carboxamide). Yield: 179.6%. Reaction SMILES: [CH2:1]([O:8][C:9]1[CH:18]=[CH:17][CH:16]=[C:15]2[C:10]=1[CH2:11][CH2:12][CH2:13][CH:14]2[C:19]([N:21]([C:28]1[CH:33]=[CH:32][C:31]([CH:34]([CH3:36])[CH3:35])=[CH:30][CH:29]=1)[CH2:22][C:23]1[CH:24]=[N:25][NH:26][CH:27]=1)=[O:20])[C:2]1[CH:7]=[CH:6][CH:5]=[CH:4][CH:3]=1.Cl.Cl[CH2:39][CH2:40][CH2:41][N:42]([CH3:44])[CH3:43]>>[CH2:1]([O:8][C:9]1[CH:18]=[CH:17][CH:16]=[C:15]2[C:10]=1[CH2:11][CH2:12][CH2:13][CH:14]2[C:19]([N:21]([C:28]1[CH:29]=[CH:30][C:31]([CH:34]([CH3:36])[CH3:35])=[CH:32][CH:33]=1)[CH2:22][C:23]1[CH:27]=[N:26][N:25]([CH2:39][CH2:40][CH2:41][N:42]([CH3:44])[CH3:43])[CH:24]=1)=[O:20])[C:2]1[CH:3]=[CH:4][CH:5]=[CH:6][CH:7]=1 |f:1.2|. Procedure: By the reaction and treatment in the same manner as in Example 83 using 5-benzyloxy-N-(4-isopropylphenyl)-N-[(pyrazol-4-yl)methyl]-1,2,3,4-tetrahydronaphthalene-1-carboxamide (0.52 g) and 3-chloro-N,N-dimethylpropylamine hydrochloride (0.49 g) as starting materials, 5-benzyloxy-N-(4-isopropylphenyl)-N-({1-[3-(dimethylamino)propyl]pyrazol-4-yl}methyl)-1,2,3,4-tetrahydronaphthalene-1-carboxamide (1.1 g) was obtained. By the reaction and treatment in the same manner as in Example 105 using this com... As a reaction SMILES: [C:27]([CH3:29])([CH3:30])([CH:31]([Br:28])[C:32](=[O:33])[O-:34])[CH3:35].[CH2:11]([CH3:12])[O:13][C:14]([CH2:15][c:16]1[n:17][c:18](-[n:21]2[cH:22][n:23][cH:24][cH:25]2)[n:19][s:20]1)=[O:26].[CH2:38]1[O:39][CH2:40][CH2:41][CH2:42]1.[CH3:2][Si:3]([N-:4][Si:5]([CH3:6])([CH3:7])[CH3:8])([CH3:9])[CH3:10].[Cl-:36].[Li+:1].[NH4+:37]>>[CH2:11]([CH3:12])[O:13][C:14]([CH:15]([c:16]1[n:17][c:18](-[n:21]2[cH:22][n:23][cH:24][cH:25]2)[n:19][s:20]1)[CH2:31][C:32](=[O:33])[OH:34])=[O:26]. The product is CCOC(=O)C(CC(=O)O)c1nc(-n2ccnc2)ns1. Reactants: CC(C)(C)C(Br)C(=O)[O-], CCOC(=O)Cc1nc(-n2ccnc2)ns1, C1CCOC1, C[Si](C)(C)[N-][Si](C)(C)C, [Cl-], [Li+], [NH4+]. Reactants: FC=1C=C(C=CC1C)N=C=O (3-fluoro-4-methylphenyl isocyanate), NC=1N=C(N(C1)C)C(=O)OCC (ethyl 4-amino-1-methyl-1H-imidazole-2-carboxylate). The solvent is C1CCOC1 (THF). Run at time 8 hour. The product is FC=1C=C(C=CC1C)NC(=O)NC=1N=C(N(C1)C)C(=O)OCC (Ethyl 4-({[(3-fluoro-4-methylphenyl)amino]carbonyl}amino)-1-methyl-1H-imidazole-2-carboxylate). RXN SMILES: [NH2:1][C:2]1[N:3]=[C:4]([C:8]([O:10][CH2:11][CH3:12])=[O:9])[N:5]([CH3:7])[CH:6]=1.[F:13][C:14]1[CH:15]=[C:16]([N:21]=[C:22]=[O:23])[CH:17]=[CH:18][C:19]=1[CH3:20]>C1COCC1>[F:13][C:14]1[CH:15]=[C:16]([NH:21][C:22]([NH:1][C:2]2[N:3]=[C:4]([C:8]([O:10][CH2:11][CH3:12])=[O:9])[N:5]([CH3:7])[CH:6]=2)=[O:23])[CH:17]=[CH:18][C:19]=1[CH3:20]. Procedure: 1.30 g (3.84 mmol) of ethyl 4-amino-1-methyl-1H-imidazole-2-carboxylate (synthesis analogous to Example 4A, stage 3, or else according to Tetrahedron Lett. 2003, 44, 1607 and literature cited therein) are mixed in 50 ml of THF with 1.16 g (7.68 mmol) of 3-fluoro-4-methylphenyl isocyanate under argon and stirred at room temperature overnight. The reaction mixture is filtered, and the filtrate is concentrated in vacuo and purified by preparative HPLC. The residue from filtration affords together w... Starting materials: ClC1=CC=C(C=C1)C(N1CCNCC1)C1=CC=CC=C1 (1-[(4-chlorophenyl)phenylmethyl]piperazine), ClCCOCC(=O)OC (methyl 2-chloroethoxyacetate). Solvent: C(C)N(CC)CC (triethylamine). Yields the product ClC1=CC=C(C=C1)C(N1CCN(CC1)CCOCC(=O)OC)C1=CC=CC=C1 (methyl [2-[4-[(4-chlorophenyl)phenylmethyl]-1-piperazinyl]ethoxy]acetate), oil. The yield is 88.7%. As a reaction SMILES: [Cl:1][C:2]1[CH:7]=[CH:6][C:5]([CH:8]([C:15]2[CH:20]=[CH:19][CH:18]=[CH:17][CH:16]=2)[N:9]2[CH2:14][CH2:13][NH:12][CH2:11][CH2:10]2)=[CH:4][CH:3]=1.Cl[CH2:22][CH2:23][O:24][CH2:25][C:26]([O:28][CH3:29])=[O:27]>C(N(CC)CC)C>[Cl:1][C:2]1[CH:3]=[CH:4][C:5]([CH:8]([C:15]2[CH:16]=[CH:17][CH:18]=[CH:19][CH:20]=2)[N:9]2[CH2:10][CH2:11][N:12]([CH2:22][CH2:23][O:24][CH2:25][C:26]([O:28][CH3:29])=[O:27])[CH2:13][CH2:14]2)=[CH:6][CH:7]=1. Reported procedure: 10 gr. of (0.035 mole) of 1-[(4-chlorophenyl)phenylmethyl]piperazine, 8.06 gr. (0.0525 mole) of methyl 2-chloroethoxyacetate and 50 ml. of triethylamine were introduced into a pressure vessel and treated in a similar way as described in example 1. 12.5 gr. of methyl [2-[4-[(4-chlorophenyl)phenylmethyl]-1-piperazinyl]ethoxy]acetate is obtained as reddish oil (88.7% yield). The reactants are O (water), BrC1=CC(=NC=C1)N (4-bromopyridin-2-amine), CN(C)C=O (DMF). Reagents/catalysts: [C-]#N.[C-]#N.[Zn+2] (Zn(CN)2), C=1C=CC(=CC1)/C=C/C(=O)/C=C/C2=CC=CC=C2.C=1C=CC(=CC1)/C=C/C(=O)/C=C/C2=CC=CC=C2.C=1C=CC(=CC1)/C=C/C(=O)/C=C/C2=CC=CC=C2.[Pd].[Pd] (Pd2(dba)3), C1=CC=C(C=C1)P([C-]2C=CC=C2)C3=CC=CC=C3.C1=CC=C(C=C1)P([C-]2C=CC=C2)C3=CC=CC=C3.[Fe+2] (dppf). Run at temperature 100 celsius, time 1.5 hour. Product: NC=1C=C(C#N)C=CN1 (2-aminoisonicotinonitrile). Isolated yield 80.0%. RXN SMILES: Br[C:2]1[CH:7]=[CH:6][N:5]=[C:4]([NH2:8])[CH:3]=1.O.[CH3:10][N:11](C=O)C>[C-]#N.[C-]#N.[Zn+2].C1C=CC(/C=C/C(/C=C/C2C=CC=CC=2)=O)=CC=1.C1C=CC(/C=C/C(/C=C/C2C=CC=CC=2)=O)=CC=1.C1C=CC(/C=C/C(/C=C/C2C=CC=CC=2)=O)=CC=1.[Pd].[Pd].C1C=CC(P(C2C=CC=CC=2)[C-]2C=CC=C2)=CC=1.C1C=CC(P(C2C=CC=CC=2)[C-]2C=CC=C2)=CC=1.[Fe+2]>[NH2:8][C:4]1[CH:3]=[C:2]([CH:7]=[CH:6][N:5]=1)[C:10]#[N:11] |f:3.4.5,6.7.8.9.10,11.12.13|. Reported procedure: A mixture of 4-bromopyridin-2-amine (4.9 g, 28.5 mmol), Zn(CN)2 (5.0 g, 42.5 mmol), Pd2(dba)3 (1.3 g, 1.4 mmol) and dppf (1.6 g, 2.8 mmol) in DMF (150 mL) was stirred at 100° C. under nitrogen atmosphere for 1.5 h. The mixture was cooled to rt and water (500 mL) was added. The mixture was extracted with EtOAc (300 mL×3). The combined organic layers were washed with brine, dried over Na2SO4, filtered and concentrated under reduced pressure. The residue was purified by silica gel chromatography el...